This data is from the Open Reaction Database (ORD), a public repository of structured organic reaction records. The task is: describe an organic reaction: reactants, conditions, products, and yield The reactants are OC(C)(C)C=1N=C(NC1C(=O)OCC)CCC (ethyl 4-(1-hydroxy-1-methylethyl)-2-propylimidazole-5-carboxylate), BrCC1=CC=C(C=C1)C=1C(=CC=CC1)C(=O)OC(C)(C)C (t-butyl 4'-bromomethylbiphenyl-2-carboxylate). Product: C(C)(C)(C)OC(=O)C1=C(C=CC=C1)C1=CC=C(C=C1)CN1C(=NC(=C1C(=O)OCC)C(C)(C)O)CCC (Ethyl 1-[(2'-t-butoxycarbonylbiphenyl-4-yl)methyl]-4-(1-hydroxy-1-methylethyl)-2-propylimidazole-5-carboxylate). The yield is 73.6%. Reaction SMILES: [OH:1][C:2]([C:5]1[N:6]=[C:7]([CH2:15][CH2:16][CH3:17])[NH:8][C:9]=1[C:10]([O:12][CH2:13][CH3:14])=[O:11])([CH3:4])[CH3:3].Br[CH2:19][C:20]1[CH:25]=[CH:24][C:23]([C:26]2[C:27]([C:32]([O:34][C:35]([CH3:38])([CH3:37])[CH3:36])=[O:33])=[CH:28][CH:29]=[CH:30][CH:31]=2)=[CH:22][CH:21]=1>>[C:35]([O:34][C:32]([C:27]1[CH:28]=[CH:29][CH:30]=[CH:31][C:26]=1[C:23]1[CH:24]=[CH:25][C:20]([CH2:19][N:8]2[C:9]([C:10]([O:12][CH2:13][CH3:14])=[O:11])=[C:5]([C:2]([OH:1])([CH3:4])[CH3:3])[N:6]=[C:7]2[CH2:15][CH2:16][CH3:17])=[CH:21][CH:22]=1)=[O:33])([CH3:38])([CH3:37])[CH3:36]. Procedure: Following a procedure similar to that described in Example 1(a), but using 0.845 g of ethyl 4-(1-hydroxy-1-methylethyl)-2-propylimidazole-5-carboxylate (prepared as described in Preparation 9) and 1.22 g of t-butyl 4'-bromomethylbiphenyl-2-carboxylate, 1.31 g of the title compound were obtained as a gum. This compound was allowed to stand at room temperature, which caused it to crystallize. It was then recrystallized from a mixture of diisopropyl ether and hexane, to give pure title compound, me... The reactants are [BH4-].[Na+] (Sodium borohydride), CC1(C(C=2N(C=3C=CC=CC3C2C)C1)=O)C (2,3-dihydro-2,2,9-trimethyl-1H-pyrrolo[1,2-a]indol-1-one). Solvent: CO (methanol). Run at temperature 25 celsius, time 8 hour. Yields the product CC1(C(C=2N(C=3C=CC=CC3C2C)C1)O)C (2,3-Dihydro-2,2,9-trimethyl-1H-pyrrolo[1,2-a]indol-1-ol). The yield is 95.9%. Reaction SMILES: [BH4-].[Na+].[CH3:3][C:4]1([CH3:18])[CH2:16][N:7]2[C:8]3[CH:9]=[CH:10][CH:11]=[CH:12][C:13]=3[C:14]([CH3:15])=[C:6]2[C:5]1=[O:17]>CO>[CH3:3][C:4]1([CH3:18])[CH2:16][N:7]2[C:8]3[CH:9]=[CH:10][CH:11]=[CH:12][C:13]=3[C:14]([CH3:15])=[C:6]2[CH:5]1[OH:17] |f:0.1|. Procedure: Sodium borohydride (1.93 g, 50.7 mmole) was added portionwise upon mild cooling to a solution of 2,3-dihydro-2,2,9-trimethyl-1H-pyrrolo[1,2-a]indol-1-one (3.62 g, 16.9 mmole) in methanol (80 mL). The reaction mixture was stirred at 25° C. overnight. The solvent was removed in vacuo, and the residue was suspended in water (80 mL). The product was extracted with chloroform (3×50 mL). The combined organic layers were washed with brine (50 mL), then dried over MgSO4, filtered, and evaporated to dryn... Starting materials: CO, CC1(O)CN(c2ccc([N+](=O)[O-])nc2)C1. Yields the product CC1(O)CN(c2ccc(N)nc2)C1. As a reaction SMILES: [CH3:16][OH:17].[CH3:1][C:2]1([OH:15])[CH2:3][N:4]([c:6]2[cH:7][n:8][c:9]([N+:12]([O-:13])=[O:14])[cH:10][cH:11]2)[CH2:5]1>>[CH3:1][C:2]1([OH:15])[CH2:3][N:4]([c:6]2[cH:7][n:8][c:9]([NH2:12])[cH:10][cH:11]2)[CH2:5]1. Reactants: CCN, O=Cc1cnc[nH]1. Reaction SMILES: [CH3:1][CH2:2][NH2:3].[n:4]1[cH:5][nH:6][c:7]([CH:9]=[O:10])[cH:8]1>>[CH3:1][CH2:2][NH:3][CH2:9][c:7]1[nH:6][cH:5][n:4][cH:8]1. The product is CCNCc1cnc[nH]1.